From a dataset of the Open Reaction Database (ORD), a public repository of structured organic reaction records. describe an organic reaction: reactants, conditions, products, and yield Starting materials: C(C)OC(=O)CC1=CC=C(C=C1)NC(C(COS(=O)(=O)C)NS(=O)(=O)C1=CC=C(C=C1)F)=O ((RS)-N-(4-(ethoxycarbonylmethyl)phenyl)-2-(4-fluorobenzenesulfonylamino)-3-methanesulfonyloxypropanamide), ClC1=CC=C(C=C1)O (4-chlorophenol). Product: ClC1=CC=C(OCC(C(=O)NC2=CC=C(C=C2)CC(=O)OCC)NS(=O)(=O)C2=CC=C(C=C2)F)C=C1 ((RS)-3-(4-chlorophenoxy)-N-(4-(ethoxycarbonylmethyl)phenyl)-2-(4-fluorobenzenesulfonylamino)propanamide). Yield: 74.0%. RXN SMILES: [CH2:1]([O:3][C:4]([CH2:6][C:7]1[CH:12]=[CH:11][C:10]([NH:13][C:14](=[O:33])[CH:15]([NH:22][S:23]([C:26]2[CH:31]=[CH:30][C:29]([F:32])=[CH:28][CH:27]=2)(=[O:25])=[O:24])[CH2:16][O:17]S(C)(=O)=O)=[CH:9][CH:8]=1)=[O:5])[CH3:2].[Cl:34][C:35]1[CH:40]=[CH:39][C:38](O)=[CH:37][CH:36]=1>>[Cl:34][C:35]1[CH:40]=[CH:39][C:38]([O:17][CH2:16][CH:15]([NH:22][S:23]([C:26]2[CH:31]=[CH:30][C:29]([F:32])=[CH:28][CH:27]=2)(=[O:25])=[O:24])[C:14]([NH:13][C:10]2[CH:11]=[CH:12][C:7]([CH2:6][C:4]([O:3][CH2:1][CH3:2])=[O:5])=[CH:8][CH:9]=2)=[O:33])=[CH:37][CH:36]=1. Procedure: The procedure described in Example 125 was repeated, except that (RS)-N-(4-(ethoxycarbonylmethyl)phenyl)-2-(4-fluorobenzenesulfonylamino)-3-methanesulfonyloxypropanamide (300 mg) was reacted with 4-chlorophenol (153 mg) to obtain (RS)-3-(4-chlorophenoxy)-N-(4-(ethoxycarbonylmethyl)phenyl)-2-(4-fluorobenzenesulfonylamino)propanamide (236.25 mg).